From a dataset of the Open Reaction Database (ORD), a public repository of structured organic reaction records. describe an organic reaction: reactants, conditions, products, and yield The reactants are OC1=C(N(S(C2=C1C=CC=C2)(=O)=O)C)C(=O)OC (methyl 4-hydroxy-2-methyl-2H-1,2-benzothiazine-3-carboxylate 1,1-dioxide), NC=1C(C=CC(=CC1)O)=O (2-amino-5-hydroxy-2,4,6-cycloheptatrien-1-one). Run in C=1(C(=CC=CC1)C)C (xylene). The product is OC1=C(N(S(C2=C1C=CC=C2)(=O)=O)C)C(=O)NC=2C(C=CC(=CC2)O)=O (4-hydroxy-N-(5-hydroxy-1-oxo-2,4,6-cycloheptatrien-2-yl)-2-methyl-2H-1,2-benzothiazine-3-carboxamide 1,1-dioxide). Isolated yield 44.3%. RXN SMILES: [OH:1][C:2]1[C:7]2[CH:8]=[CH:9][CH:10]=[CH:11][C:6]=2[S:5](=[O:13])(=[O:12])[N:4]([CH3:14])[C:3]=1[C:15]([O:17]C)=O.[NH2:19][C:20]1[C:21](=[O:28])[CH:22]=[CH:23][C:24]([OH:27])=[CH:25][CH:26]=1>C1(C)C(C)=CC=CC=1>[OH:1][C:2]1[C:7]2[CH:8]=[CH:9][CH:10]=[CH:11][C:6]=2[S:5](=[O:12])(=[O:13])[N:4]([CH3:14])[C:3]=1[C:15]([NH:19][C:20]1[C:21](=[O:28])[CH:22]=[CH:23][C:24]([OH:27])=[CH:25][CH:26]=1)=[O:17]. Procedure: A mixture of methyl 4-hydroxy-2-methyl-2H-1,2-benzothiazine-3-carboxylate 1,1-dioxide (0.65 g) and 2-amino-5-hydroxy-2,4,6-cycloheptatrien-1-one (0.40 g) in xylene (12 ml) was refluxed for 48 hours. The reaction mixture was cooled to room temperature. The crystals were collected by filtration and washed successively with methanol, water and methanol to give 4-hydroxy-N-(5-hydroxy-1-oxo-2,4,6-cycloheptatrien-2-yl)-2-methyl-2H-1,2-benzothiazine-3-carboxamide 1,1-dioxide (0.4 g). Reactants: CN(C)C=O, Cc1c(C)c2c(c(C)c1O)C(c1ccc(C(C)C)cc1)C(C)(C)O2, ClCc1ccc2ccccc2n1, Cl, [H-], [Na+], O. The product is Cc1c(C)c2c(c(C)c1OCc1ccc3ccccc3n1)C(c1ccc(C(C)C)cc1)C(C)(C)O2, Cl. RXN SMILES: [CH3:41][N:42]([CH3:43])[CH:44]=[O:45].[CH:3]([CH3:4])([CH3:5])[c:6]1[cH:7][cH:8][c:9]([CH:12]2[C:13]([CH3:25])([CH3:26])[O:14][c:15]3[c:16]2[c:17]([CH3:24])[c:18]([OH:23])[c:19]([CH3:22])[c:20]3[CH3:21])[cH:10][cH:11]1.[Cl:28][CH2:29][c:30]1[n:31][c:32]2[cH:33][cH:34][cH:35][cH:36][c:37]2[cH:38][cH:39]1.[ClH:27].[H-:1].[Na+:2].[OH2:40]>>[CH:3]([CH3:4])([CH3:5])[c:6]1[cH:7][cH:8][c:9]([CH:12]2[C:13]([CH3:25])([CH3:26])[O:14][c:15]3[c:16]2[c:17]([CH3:24])[c:18]([O:23][CH2:29][c:30]2[n:31][c:32]4[cH:33][cH:34][cH:35][cH:36][c:37]4[cH:38][cH:39]2)[c:19]([CH3:22])[c:20]3[CH3:21])[cH:10][cH:11]1.[ClH:28]. Starting materials: ClCCNC(=O)N(C1[C@H](O)[C@@H](O)[C@@H](O)[C@H](O1)CO)CC1CCCO1 (1-(2-chloroethyl)-3-tetrahydrofurfuryl-3-(D-galactopyranosyl)urea), N(=O)[O-].[Na+] (sodium nitrite). Solvent: C(=O)O (formic acid). Reaction conditions: temperature 0 celsius, time 1 hour. The product is ClCCN(C(=O)N(C1[C@H](O)[C@@H](O)[C@@H](O)[C@H](O1)CO)CC1CCCO1)N=O (1-(2-chloroethyl)-1-nitroso-3-tetrahydrofurfuryl-3-(D-galactopyranosyl)urea). Yield: 22.6%. RXN SMILES: [Cl:1][CH2:2][CH2:3][NH:4][C:5]([N:7]([CH2:19][CH:20]1[O:24][CH2:23][CH2:22][CH2:21]1)[CH:8]1[O:16][C@H:15]([CH2:17][OH:18])[C@H:13]([OH:14])[C@H:11]([OH:12])[C@H:9]1[OH:10])=[O:6].[N:25]([O-])=[O:26].[Na+]>C(O)=O>[Cl:1][CH2:2][CH2:3][N:4]([N:25]=[O:26])[C:5]([N:7]([CH2:19][CH:20]1[O:24][CH2:23][CH2:22][CH2:21]1)[CH:8]1[O:16][C@H:15]([CH2:17][OH:18])[C@H:13]([OH:14])[C@H:11]([OH:12])[C@H:9]1[OH:10])=[O:6] |f:1.2|. Procedure details: 3.7 g of 1-(2-chloroethyl)-3-tetrahydrofurfuryl-3-(D-galactopyranosyl)urea are dissolved in 15 ml of formic acid, and 2.1 g of sodium nitrite are added gradually thereto at 0° C. for one hour under stirring. The mixture is further stirred at the same temperature for 30 minutes. 100 ml of etherhexane (1:1) are added to the reaction mixture. The resultant oil is washed with ether. Then, 100 ml of ethyl acetate-methanol (10:1) are added to said oil, and insoluble materials are removed by filtration... Starting materials: CS(=O)(=O)OCCN1C(NC(C1)(C)C)=O (2-(4,4-dimethyl-2-oxoimidazolidin-1-yl)ethyl methanesulfonate), CNC (dimethyl amine), CNC (dimethylamine). Solvent: O1CCCC1 (tetrahydrofuran), O1CCCC1 (tetrahydrofuran). The product is CN(CCN1C(NC(C1)(C)C)=O)C (1-(2-(dimethylamino)ethyl)-4,4-dimethylimidazolidin-2-one). Yield: 81.2%. RXN SMILES: CS(O[CH2:6][CH2:7][N:8]1[CH2:12][C:11]([CH3:14])([CH3:13])[NH:10][C:9]1=[O:15])(=O)=O.[CH3:16][NH:17][CH3:18]>O1CCCC1>[CH3:16][N:17]([CH3:18])[CH2:6][CH2:7][N:8]1[CH2:12][C:11]([CH3:14])([CH3:13])[NH:10][C:9]1=[O:15]. Reported procedure: In a sealed tube, a solution of 2-(4,4-dimethyl-2-oxoimidazolidin-1-yl)ethyl methanesulfonate (500 mg, 2.1 mmol) and dimethyl amine (4.6 mmol) in tetrahydrofuran (2.3 mL) was heated at 60° C. for 5 hours. Additional dimethylamine (1 mL of a 2M tetrahydrofuran solution) was added and the reaction was heated for 3 additional hours. The solution was concentrated to a crude residue under reduced pressure, then dissolved in 5 mL of 1 N HCl. The aqueous solution was washed with dichloromethane, then m... Reactants: C(C)(=O)OC(C)C(C(=O)OC)=C (methyl 2-(1-acetoxyethyl)acrylate). Solvent: P(=O)([O-])([O-])[O-] (phosphate). Conditions: time 55 hour. Yields the product O[C@H](C)C(C(=O)OC)=C (methyl 2-[(1R)-1-hydroxyethyl]acrylate). The yield is 17.0%. As a reaction SMILES: C([O:4][CH:5]([C:7](=[CH2:12])[C:8]([O:10][CH3:11])=[O:9])[CH3:6])(=O)C>P([O-])([O-])([O-])=O>[OH:4][C@@H:5]([C:7](=[CH2:12])[C:8]([O:10][CH3:11])=[O:9])[CH3:6]. Reported procedure: A mixture of methyl 2-(1-acetoxyethyl)acrylate (5 g) and "Lipase P" (Trademark; origin : Pseudomonas sp.; maker : Amano Pharmaceutical Co.) (1.25 g) in phosphate buffer solution (0.1M) pH 7.0 (400 ml) was stirred at room temperature for 55 hours. The whole mixture was extracted with ethyl acetate three times and the combined extracts were dried. After removal at the solvent in vacuo, the crude product was purified by column chromatography on silica gel (eluent : a mixture of hexane and ethyl ace... Reaction SMILES: [CH2:9]([CH3:10])[O:11][C:12]([N:13]([CH2:14][c:15]1[cH:16][cH:17][cH:18][cH:19][cH:20]1)[c:21]1[c:22]([N+:29](=[O:30])[O-:31])[c:23]([NH2:28])[n:24][c:25]([Br:27])[cH:26]1)=[O:32].[CH3:1][O:2][CH2:3][c:4]1[n:5][cH:6][o:7][cH:8]1.[Cl-:33].[Cl-:34].[Pd+2:73].[c:35]1([P:36]([c:37]2[cH:38][cH:39][cH:40][cH:41][cH:42]2)[c:43]2[cH:44][cH:45][cH:46][cH:47][cH:48]2)[cH:49][cH:50][cH:51][cH:52][cH:53]1.[c:54]1([P:55]([c:56]2[cH:57][cH:58][cH:59][cH:60][cH:61]2)[c:62]2[cH:63][cH:64][cH:65][cH:66][cH:67]2)[cH:68][cH:69][cH:70][cH:71][cH:72]1>>[CH3:1][O:2][CH2:3][c:4]1[n:5][c:6](-[c:25]2[n:24][c:23]([NH2:28])[c:22]([N+:29](=[O:30])[O-:31])[c:21]([N:13]([C:12]([O:11][CH2:9][CH3:10])=[O:32])[CH2:14][c:15]3[cH:16][cH:17][cH:18][cH:19][cH:20]3)[cH:26]2)[o:7][cH:8]1. Yields the product CCOC(=O)N(Cc1ccccc1)c1cc(-c2nc(COC)co2)nc(N)c1[N+](=O)[O-]. The reactants are CCOC(=O)N(Cc1ccccc1)c1cc(Br)nc(N)c1[N+](=O)[O-], COCc1cocn1, [Cl-], [Cl-], [Pd+2], c1ccc(P(c2ccccc2)c2ccccc2)cc1, c1ccc(P(c2ccccc2)c2ccccc2)cc1. Starting materials: [N+](=O)([O-])C1=CC=C(C=C1)C=1C=2N(C=CC1)C=CN2 (8-(4-Nitrophenyl)imidazo[1,2-a]pyridine). The reagents and catalysts are [Fe] (iron). Solvent: C(C)(=O)O (acetic acid). The product is NC1=CC=C(C=C1)C=1C=2N(C=CC1)C=CN2 (8-(4-Aminophenyl)imidazo[1,2-a]pyridine). RXN SMILES: [N+:1]([C:4]1[CH:9]=[CH:8][C:7]([C:10]2[C:11]3[N:12]([CH:16]=[CH:17][N:18]=3)[CH:13]=[CH:14][CH:15]=2)=[CH:6][CH:5]=1)([O-])=O>C(O)(=O)C.[Fe]>[NH2:1][C:4]1[CH:5]=[CH:6][C:7]([C:10]2[C:11]3[N:12]([CH:16]=[CH:17][N:18]=3)[CH:13]=[CH:14][CH:15]=2)=[CH:8][CH:9]=1. Procedure: Add 45 g of iron powder to a solution of 15 g (62.7 mmol) of the product from Example 19 in 400 ml of 75% acetic acid. Heat to 60°-70° C. for 2 hr. Filter the reaction mixture over celite and concentrate the filtrate to approximately 50 ml under vacuum. Neutralize the residue with saturated sodium carbonate solution and extract with three 200 ml portions of methylene chloride. Dry the combined extracts over sodium sulfate, treat with charcoal and remove the solvent in vacuo. Crystallize the resi... The reactants are [H]C(CNC(OC(C)(C)C)=O)=O, FC(C(SCC)=O)C(O)=O. Reagents/catalysts: CN(C)c1ccncc1, 4Å Molecular Sieve, C1CNCC1. Solvent: C1COCC1. Run at temperature 50 celsius, time 24 hour. Yields the product F/C(C(SCC)=O)=C\CNC(OC(C)(C)C)=O. The yield is 23.0%. The solvent is C1(=CC=CC=C1)C (toluene). Reaction SMILES: [CH:1](=O)[C:2]1[CH:7]=[CH:6][N:5]=[CH:4][CH:3]=1.[CH2:9]([O:11][C:12](=[O:33])[CH:13]=P(C1C=CC=CC=1)(C1C=CC=CC=1)C1C=CC=CC=1)[CH3:10]>C1(C)C=CC=CC=1>[N:5]1[CH:6]=[CH:7][C:2]([CH:1]=[CH:13][C:12]([O:11][CH2:9][CH3:10])=[O:33])=[CH:3][CH:4]=1. Product: N1=CC=C(C=C1)C=CC(=O)OCC (ethyl 3-(4-pyridyl)acrylate). Reaction conditions: temperature 100 celsius, time 3 hour. The reactants are C(C1=CC=NC=C1)=O (isonicotinaldehyde), C(C)OC(C=P(C1=CC=CC=C1)(C1=CC=CC=C1)C1=CC=CC=C1)=O (ethyl(triphenylphosphoranylidene)acetate). Isolated yield 82.2%. Reported procedure: A mixture of isonicotinaldehyde (25 g), ethyl(triphenylphosphoranylidene)acetate (82 g) and toluene (300 ml) is stirred for 3 hours at 100° C. After cooling, the crystals that precipitated are removed by filtration, and the filtrate is concentrated in vacuo. The residue is dissolved in a mixture of ethyl acetate and petroleum ether (1:1, 400 ml), and the resulting solution is extracted with 5% hydrochloric acid (500 ml). The aqueous layer is extracted with ethyl acetate (50 ml) and neutralized w... Procedure: To a solution of diethyl 2-(2,6-difluoro-4-methoxyphenyl)malonate (2.11 g, 7.0 mmol) in 60 mL of methylene chloride at −78° C. is added boron tribromide (2.65 mL, 28 mmol) dropwise. The mixture is then stirred at −78° C. for 10 minutes, warmed to 0° C., and stirred at 0° C. for 1 h. A 5% aqueous solution of sodium bicarbonate is added slowly to quench the reaction. The product is extracted with ethyl acetate. The combined organic extracts are washed with saturated sodium chloride, dried over mag... Conditions: temperature -78 celsius, time 10 minute. Starting materials: FC1=C(C(=CC(=C1)OC)F)C(C(=O)OCC)C(=O)OCC (diethyl 2-(2,6-difluoro-4-methoxyphenyl)malonate), B(Br)(Br)Br (boron tribromide), aqueous solution, C([O-])(O)=O.[Na+] (sodium bicarbonate). Isolated yield 94.7%. The solvent is C(Cl)Cl (methylene chloride). The product is FC1=C(C(=CC(=C1)O)F)C(C(=O)OCC)C(=O)OCC (diethyl 2-(2,6-difluoro-4-hydroxyphenyl)malonate). RXN SMILES: [F:1][C:2]1[CH:7]=[C:6]([O:8]C)[CH:5]=[C:4]([F:10])[C:3]=1[CH:11]([C:17]([O:19][CH2:20][CH3:21])=[O:18])[C:12]([O:14][CH2:15][CH3:16])=[O:13].B(Br)(Br)Br.C(=O)(O)[O-].[Na+]>C(Cl)Cl>[F:1][C:2]1[CH:7]=[C:6]([OH:8])[CH:5]=[C:4]([F:10])[C:3]=1[CH:11]([C:17]([O:19][CH2:20][CH3:21])=[O:18])[C:12]([O:14][CH2:15][CH3:16])=[O:13] |f:2.3|.